From a dataset of the Open Reaction Database (ORD), a public repository of structured organic reaction records. describe an organic reaction: reactants, conditions, products, and yield Starting materials: C([O-])([O-])=O.[Na+].[Na+] (sodium carbonate), Cl (hydrochloric acid), C([O-])([O-])=O.[K+].[K+] (potassium carbonate), CC1(CCS(C2=C(C(=CC=C12)C(=O)O)COCCC)(=O)=O)C (4,4-dimethyl-8-propoxymethyl-1,1-dioxothiochromane-7-carboxylic acid), CN1N=CC=C1O (1-methyl-5-hydroxypyrazole), N,N-dicyclohexylcarbodiimide. Solvent: C(C)(=O)OCC (ethyl acetate), C(C)(=O)OCC.O (ethyl acetate water), C(C)#N (acetonitrile). Product: CC1(CCS(C2=C(C(=CC=C12)C(=O)C=1C=NN(C1O)C)COCCC)(=O)=O)C (4-{[4,4-Dimethyl-8-propoxymethyl-1,1-dioxothiochroman-7-yl]-carbonyl}-5-hydroxy-1-methylpyrazole). RXN SMILES: [CH3:1][C:2]1([CH3:22])[C:11]2[C:6](=[C:7]([CH2:15][O:16][CH2:17][CH2:18][CH3:19])[C:8]([C:12](O)=[O:13])=[CH:9][CH:10]=2)[S:5](=[O:21])(=[O:20])[CH2:4][CH2:3]1.[CH3:23][N:24]1[C:28]([OH:29])=[CH:27][CH:26]=[N:25]1.C(=O)([O-])[O-].[Na+].[Na+].C(=O)([O-])[O-].[K+].[K+].Cl>C(#N)C.C(OCC)(=O)C.O.C(OCC)(=O)C>[CH3:1][C:2]1([CH3:22])[C:11]2[C:6](=[C:7]([CH2:15][O:16][CH2:17][CH2:18][CH3:19])[C:8]([C:12]([C:27]3[CH:26]=[N:25][N:24]([CH3:23])[C:28]=3[OH:29])=[O:13])=[CH:9][CH:10]=2)[S:5](=[O:20])(=[O:21])[CH2:4][CH2:3]1 |f:2.3.4,5.6.7,10.11|. Procedure: A solution of 0.6 g (1.84 mmol) of 4,4-dimethyl-8-propoxymethyl-1,1-dioxothiochromane-7-carboxylic acid, 0.18 g (1.84 mmol) of 1-methyl-5-hydroxypyrazole and 0.38 g (1.84 mmol) of N,N-dicyclohexylcarbodiimide in 20 ml of acetonitrile was stirred at room temperature for 12 hours. The reaction mixture was subsequently stirred into a mixture of ethyl acetate and 2% strength aqueous sodium carbonate solution, and the precipitate which formed was filtered off with suction. The organic phase of the fi... Reported procedure: 13.5 g of benzothiazole was mixed with 13.1 g of propargyl bromide. The mixture was heated at 80° to 100° C for one hour on a hot water bath to solidify it. After cooling to room temperature (about 20°- 30° C), the solid was washed with acetone to give 21 g of 3-propargylbenzothiazolium bromide, m.p. 209°- 210° C. Starting materials: S1C=NC2=C1C=CC=C2 (benzothiazole), C(C#C)Br (propargyl bromide). Product: [Br-].C(C#C)[N+]1=CSC2=C1C=CC=C2 (3-propargylbenzothiazolium bromide). Yield: 82.7%. As a reaction SMILES: [S:1]1[C:5]2[CH:6]=[CH:7][CH:8]=[CH:9][C:4]=2[N:3]=[CH:2]1.[CH2:10]([Br:13])[C:11]#[CH:12]>>[Br-:13].[CH2:12]([N+:3]1[C:4]2[CH:9]=[CH:8][CH:7]=[CH:6][C:5]=2[S:1][CH:2]=1)[C:11]#[CH:10] |f:2.3|. Starting materials: O=C(n1ccnc1)n1ccnc1, C1CCOC1, N#Cc1ccc2c(cc(C(F)F)n2CC(=O)O)c1Cl, NN. The product is N#Cc1ccc2c(cc(C(F)F)n2CC(=O)NN)c1Cl. Reaction SMILES: [C:20]([n:21]1[cH:22][cH:23][n:24][cH:25]1)([n:26]1[cH:27][cH:28][n:29][cH:30]1)=[O:31].[CH2:34]1[O:35][CH2:36][CH2:37][CH2:38]1.[Cl:1][c:2]1[c:3]2[cH:4][c:5]([CH:17]([F:18])[F:19])[n:6]([CH2:13][C:14](=[O:15])[OH:16])[c:7]2[cH:8][cH:9][c:10]1[C:11]#[N:12].[NH2:32][NH2:33]>>[Cl:1][c:2]1[c:3]2[cH:4][c:5]([CH:17]([F:18])[F:19])[n:6]([CH2:13][C:14](=[O:15])[NH:32][NH2:33])[c:7]2[cH:8][cH:9][c:10]1[C:11]#[N:12]. Reactants: CC(C)(C)OC(=O)N1C(CCc2ccc(F)cc2)COC1(C)C, Cl, C1COCCO1. The product is NC(CO)CCc1ccc(F)cc1. As a reaction SMILES: [C:1]([O:2][C:3](=[O:7])[N:8]1[C:4]([CH3:5])([CH3:6])[O:10][CH2:11][CH:12]1[CH2:13][CH2:14][c:15]1[cH:16][cH:17][c:18]([F:21])[cH:19][cH:20]1)([CH3:9])([CH3:22])[CH3:23].[ClH:24].[O:25]1[CH2:26][CH2:27][O:28][CH2:29][CH2:30]1>>[NH2:8][CH:12]([CH2:11][OH:10])[CH2:13][CH2:14][c:15]1[cH:16][cH:17][c:18]([F:21])[cH:19][cH:20]1. Reactants: S([O-])(O)(=O)=O.[Na+] (sodium bisulfate), C(=O)(O)[O-].[Na+] (NaHCO3), C1=CC(=CC(=C1)Cl)C(=O)OO (mCPBA), O=C1C2CC3(CC(CC1C3)C2)NC(C)=O (N-(4-oxoadamantan-1-yl)acetamide). Run in C(Cl)Cl (DCM). Product: O=C1OC2CC3(CC(CC1C3)C2)NC(C)=O (N-(5-oxo-4-oxatricyclo[4.3.1.13,8]undecan-1-yl)acetamide). The yield is 90.0%. As a reaction SMILES: [C:1]([O-:4])(O)=[O:2].[Na+].C1C=C(Cl)C=C(C(OO)=O)C=1.O=[C:18]1[CH:25]2[CH2:26][C:21]3([NH:28][C:29](=[O:31])[CH3:30])[CH2:22][CH:23]([CH2:27][CH:19]1[CH2:20]3)C2.S(=O)(=O)(O)[O-].[Na+]>C(Cl)Cl>[O:2]=[C:1]1[CH:23]2[CH2:22][C:21]3([NH:28][C:29](=[O:31])[CH3:30])[CH2:20][CH:19]([CH2:18][CH:25]([CH2:26]3)[O:4]1)[CH2:27]2 |f:0.1,4.5|. Reported procedure: Solid NaHCO3 (1.2 mol) and mCPBA (1 2 mmol, 77% purity) were added to a solution of ketone 1A (0.6 mmol) in DCM (5 mL) at 0° C. The reaction mixture was allowed to warm to rt and was maintained for 1 h. The reaction mixture was diluted with a saturated, aqueous solution of sodium bisulfate (10 mL) and was extracted with DCM (3×10 mL). The combined organic layers were dried (Na2SO4) and concentrated. The residue was purified by silica gel chromatography (10/90 to 30/70 EtOAc/hexane) to provide la... Starting materials: C1(=CC=CC=C1)N1C(N=C(C1)N)=O (1-phenyl-4-amino-2-oxo-3-imidazoline), S(=O)(=O)(OC)OC (dimethyl sulfate). Run at temperature 160 celsius. Product: C1(=CC=CC=C1)N1C(N(C(C1)=N)C)=O (1-Phenyl-4-imino-3-methyl-2-oxoimidazolidine). Reaction SMILES: [C:1]1([N:7]2[CH2:11][C:10]([NH2:12])=[N:9][C:8]2=[O:13])[CH:6]=[CH:5][CH:4]=[CH:3][CH:2]=1.S(OC)(O[CH3:18])(=O)=O>>[C:1]1([N:7]2[CH2:11][C:10](=[NH:12])[N:9]([CH3:18])[C:8]2=[O:13])[CH:2]=[CH:3][CH:4]=[CH:5][CH:6]=1. Procedure: To 0.4 g. of 1-phenyl-4-amino-2-oxo-3-imidazoline was added 1 ml. of dimethyl sulfate. This mixture was slowly heated to 160° C., over a 45-minute period. The reaction mixture was put onto the vacuum pump and warmed to 90° C. to remove excess dimethyl sulfate. To the reaction was added 10 ml. of absolute alcohol giving a white solid. This material, 400 mg., was filtered and dried. This solid material was then added to water where it rapidly dissolved giving an acidic solution. This indicates the... Starting materials: O=C([O-])[O-], CCCc1c(OCC(=O)OC)ccc(C(C)=O)c1OCCCBr, CC(C)=O, CCCc1c(O)c(Cl)cc(C(C)=O)c1O, [K+], [K+]. The product is CCCc1c(O)c(C(C)=O)cc(Cl)c1OCCCOc1c(C(C)=O)ccc(OCC(=O)OC)c1CCC. RXN SMILES: [C:39](=[O:40])([O-:41])[O-:42].[CH3:16][O:17][C:18]([CH2:19][O:20][c:21]1[c:22]([CH2:35][CH2:36][CH3:37])[c:23]([O:30][CH2:31][CH2:32][CH2:33][Br:34])[c:24]([C:27]([CH3:28])=[O:29])[cH:25][cH:26]1)=[O:38].[CH3:45][C:46](=[O:47])[CH3:48].[Cl:1][c:2]1[c:3]([OH:15])[c:4]([CH2:12][CH2:13][CH3:14])[c:5]([OH:11])[c:6]([C:8]([CH3:9])=[O:10])[cH:7]1.[K+:43].[K+:44]>>[Cl:1][c:2]1[c:3]([O:15][CH2:33][CH2:32][CH2:31][O:30][c:23]2[c:22]([CH2:35][CH2:36][CH3:37])[c:21]([O:20][CH2:19][C:18]([O:17][CH3:16])=[O:38])[cH:26][cH:25][c:24]2[C:27]([CH3:28])=[O:29])[c:4]([CH2:12][CH2:13][CH3:14])[c:5]([OH:11])[c:6]([C:8]([CH3:9])=[O:10])[cH:7]1. The reactants are C1CCOC1, Cl, COC(=O)c1cc(C(C)N(C)c2cc(F)cc(F)c2)c2oc(N3CCOCC3)cc(=O)c2c1, [Na+], [OH-], O. Yields the product CC(c1cc(C(=O)O)cc2c(=O)cc(N3CCOCC3)oc12)N(C)c1cc(F)cc(F)c1. Reaction SMILES: [CH2:37]1[O:38][CH2:39][CH2:40][CH2:41]1.[ClH:36].[F:3][c:4]1[cH:5][c:6]([N:11]([CH:12]([CH3:13])[c:14]2[cH:15][c:16]([C:31](=[O:32])[O:33][CH3:34])[cH:17][c:18]3[c:19](=[O:30])[cH:20][c:21]([N:24]4[CH2:25][CH2:26][O:27][CH2:28][CH2:29]4)[o:22][c:23]23)[CH3:35])[cH:7][c:8]([F:10])[cH:9]1.[Na+:2].[OH-:1].[OH2:42]>>[F:3][c:4]1[cH:5][c:6]([N:11]([CH:12]([CH3:13])[c:14]2[cH:15][c:16]([C:31](=[O:32])[OH:33])[cH:17][c:18]3[c:19](=[O:30])[cH:20][c:21]([N:24]4[CH2:25][CH2:26][O:27][CH2:28][CH2:29]4)[o:22][c:23]23)[CH3:35])[cH:7][c:8]([F:10])[cH:9]1. The reactants are BrC1=CC=C(C=C1)C(=O)N1CCN(CC1)C1=C(C=C(C=C1)Cl)Cl ((4-bromophenyl)[4-(2,4-dichlorophenyl)piperazin-1-yl]methanone), O1C(NCC1)=O (oxazolidin-2-one). Yields the product ClC1=C(C=CC(=C1)Cl)N1CCN(CC1)C(=O)C1=CC=C(C=C1)N1C(OCC1)=O (3-{4-[4-(2,4-dichlorophenyl)piperazine-1-carbonyl]phenyl}oxazolidin-2-one). Isolated yield 58.6%. RXN SMILES: Br[C:2]1[CH:7]=[CH:6][C:5]([C:8]([N:10]2[CH2:15][CH2:14][N:13]([C:16]3[CH:21]=[CH:20][C:19]([Cl:22])=[CH:18][C:17]=3[Cl:23])[CH2:12][CH2:11]2)=[O:9])=[CH:4][CH:3]=1.[O:24]1[CH2:28][CH2:27][NH:26][C:25]1=[O:29]>>[Cl:23][C:17]1[CH:18]=[C:19]([Cl:22])[CH:20]=[CH:21][C:16]=1[N:13]1[CH2:14][CH2:15][N:10]([C:8]([C:5]2[CH:6]=[CH:7][C:2]([N:26]3[CH2:27][CH2:28][O:24][C:25]3=[O:29])=[CH:3][CH:4]=2)=[O:9])[CH2:11][CH2:12]1. Procedure details: By reaction and treatment in the same manner as in Example 1 and using (4-bromophenyl)[4-(2,4-dichlorophenyl)piperazin-1-yl]methanone (828 mg) described in Preparation Example 19 and oxazolidin-2-one (174 mg), the title compound (492 mg) was obtained. Yields the product CC(NC(=O)c1ccc2nccnc2c1)c1cccc2ccccc12. Reaction conditions: temperature 25 celsius, time 2 hour. Reactants: O=C(O)c1ccc2nccnc2c1, C[C@H](N)c1cccc2ccccc12. Reaction SMILES: C[C@H](N)c1cccc2ccccc12.O=C(O)c1ccc2nccnc2c1.CN(C)C(=[N+](C)C)ON1C2=C(C=CC=N2)N=N1.F[P-](F)(F)(F)(F)F.CCN(C(C)C)C(C)C.CN(C)C=O>>CC(NC(=O)c1ccc2nccnc2c1)c1cccc2ccccc12. The yield is 84.6%. The reagents and catalysts are CN(C)C(=[N+](C)C)ON1C2=C(C=CC=N2)N=N1.F[P-](F)(F)(F)(F)F (HATU), CCN(C(C)C)C(C)C (DIPEA). Solvent: CN(C)C=O (DMF), CN(C)C=O (DMF), CN(C)C=O (DMF), CN(C)C=O (DMF), CN(C)C=O (DMF), CN(C)C=O (DMF).